From a dataset of the Open Reaction Database (ORD), a public repository of structured organic reaction records. describe an organic reaction: reactants, conditions, products, and yield Starting materials: C1(CCCCC1)N=C=NC1CCCCC1 (dicyclohexylcarbodiimide), CC1CC(N1S(=O)(=O)O)=O (4-methyl-2-oxo-1-azetidinesulfonic acid), C(CCC)N(CCCC)CCCC (tributylamine), ON1N=NC2=C1C=CC=C2 (N-hydroxybenzotriazole), Girard Reagent P. The reagents and catalysts are CN(C1=CC=NC=C1)C (4-dimethylaminopyridine). Solvent: CN(C=O)C (dimethylformamide), CN(C=O)C (dimethylformamide), CN(C=O)C (dimethylformamide). Reaction conditions: time 15 minute. Yields the product C(=O)(NC1CCCCC1)NC1CCCCC1 (dicyclohexylurea). RXN SMILES: CC1N(S(O)(=O)=[O:7])C(=O)C1.C(N(CCCC)CCCC)CCC.ON1C2C=CC=CC=2N=N1.[CH:34]1([N:40]=[C:41]=[N:42][CH:43]2[CH2:48][CH2:47][CH2:46][CH2:45][CH2:44]2)[CH2:39][CH2:38][CH2:37][CH2:36][CH2:35]1>CN(C)C1C=CN=CC=1.CN(C)C=O>[C:41]([NH:40][CH:34]1[CH2:35][CH2:36][CH2:37][CH2:38][CH2:39]1)([NH:42][CH:43]1[CH2:48][CH2:47][CH2:46][CH2:45][CH2:44]1)=[O:7]. Procedure details: [3S-[3α(Z),4β]]-3-[[(2-Amino-4-thiazolyl)-](1-carboxy-1-methylethoxy)imino]acetyl]amino]-4-methyl-2-oxo-1-azetidinesulfonic acid (2.18 g), 0.93 g of tributylamine, 0.1 g of N-hydroxybenzotriazole and 0.05 g of 4-dimethylaminopyridine were dissolved in 20 ml of dimethylformamide and a solution of 1.06 g of dicyclohexylcarbodiimide in 5 ml of dimethylformamide was added. After stirring for 15 minutes at room temperature, a solution of 0.94 g Girard Reagent P in 20 ml of dimethylformamide was added... Run at time 15 minute. Reaction SMILES: [CH2:1]([C:5]1[C:6]([C:16]([OH:18])=O)=[N:7][O:8][C:9]=1[C:10]1[CH:15]=[CH:14][CH:13]=[CH:12][CH:11]=1)[CH:2]([CH3:4])[CH3:3].[Li].O/[N:21]=[C:22](/[C:24]1[CH:41]=[CH:40][C:27]([CH2:28][N:29]2[CH2:32][CH:31]([C:33]([O:35][C:36]([CH3:39])([CH3:38])[CH3:37])=[O:34])[CH2:30]2)=[CH:26][CH:25]=1)\[NH2:23].Cl.C(N=C=NCCCN(C)C)C.C1C=CC2N(O)N=NC=2C=1>CN(C)C=O.C(OCC)(=O)C>[CH2:1]([C:5]1[C:6]([C:16]2[O:18][N:23]=[C:22]([C:24]3[CH:25]=[CH:26][C:27]([CH2:28][N:29]4[CH2:30][CH:31]([C:33]([O:35][C:36]([CH3:37])([CH3:39])[CH3:38])=[O:34])[CH2:32]4)=[CH:40][CH:41]=3)[N:21]=2)=[N:7][O:8][C:9]=1[C:10]1[CH:11]=[CH:12][CH:13]=[CH:14][CH:15]=1)[CH:2]([CH3:3])[CH3:4] |f:3.4,^1:18|. The product is C(C(C)C)C=1C(=NOC1C1=CC=CC=C1)C1=NC(=NO1)C1=CC=C(CN2CC(C2)C(=O)OC(C)(C)C)C=C1 (tert-butyl 1-(4-(5-(4-isobutyl-5-phenylisoxazol-3-yl)-1,2,4-oxadiazol-3-yl)benzyl)azetidine-3-carboxylate). Procedure details: A mixture of 4-isobutyl-5-phenylisoxazole-3-carboxylic acid, lithium salt (0.119 g, 0.472 mmol), (Z)-tert-butyl 1-(4-(N′-hydroxycarbamimidoyl)benzyl)azetidine-3-carboxylate (Int.1, 0.144 g, 0.472 mmol), N1-((ethylimino)methylene)-N3,N3-dimethylpropane-1,3-diamine hydrochloride (0.090 g, 0.472 mmol), and HOBt (0.072 g, 0.472 mmol) in N,N-dimethylformamide (3.6 mL) was stirred at room temperature for 15 min and then heated at 60° C. overnight. The reaction mixture was diluted with ethyl acetate, w... Solvent: CN(C=O)C (N,N-dimethylformamide), C(C)(=O)OCC (ethyl acetate). Reactants: C(C(C)C)C=1C(=NOC1C1=CC=CC=C1)C(=O)O (4-isobutyl-5-phenylisoxazole-3-carboxylic acid), [Li] (lithium), O\N=C(/N)\C1=CC=C(CN2CC(C2)C(=O)OC(C)(C)C)C=C1 ((Z)-tert-butyl 1-(4-(N′-hydroxycarbamimidoyl)benzyl)azetidine-3-carboxylate), Cl.C(C)N=C=NCCCN(C)C (N1-((ethylimino)methylene)-N3,N3-dimethylpropane-1,3-diamine hydrochloride), C=1C=CC2=C(C1)N=NN2O (HOBt).